From a dataset of the Open Reaction Database (ORD), a public repository of structured organic reaction records. describe an organic reaction: reactants, conditions, products, and yield The reactants are COc1ccc(CC#N)cc1OC, CN, [Ni]. The product is COc1ccc(CCN)cc1OC. As a reaction SMILES: [CH2:1]([c:2]1[cH:3][c:4]([O:5][CH3:6])[c:7]([O:8][CH3:9])[cH:10][cH:11]1)[C:12]#[N:13].[CH3:14][NH2:15].[Ni:16]>>[CH2:1]([c:2]1[cH:3][c:4]([O:5][CH3:6])[c:7]([O:8][CH3:9])[cH:10][cH:11]1)[CH2:12][NH2:13]. The reactants are Cl.ClC=1C=C(C=C\C\2=N/CCN(C3=C2C=C(C=C3)N)C)C=CC1Cl ((E)-5-(3,4-dichlorostyryl)-2,3-dihydro-1-methyl-1H-1,4-benzodiazepin-7-amine hydrochloride), N1=CC=CC=C1 (pyridine), CS(=O)(=O)Cl (methanesulphonyl chloride). Solvent: ClCCl (dichloromethane). Conditions: time 1 hour. Product: Cl.ClC=1C=C(C=C\C\2=N/CCN(C3=C2C=C(C=C3)CC(=O)N)C)C=CC1Cl ((E)-5-(3,4-dichlorostyryl)-2,3-dihydro-1-methyl-1H-1,4-benzodiazepin-7-acetamide hydrochloride). As a reaction SMILES: Cl.[Cl:2][C:3]1[CH:4]=[C:5]([CH:21]=[CH:22][C:23]=1[Cl:24])[CH:6]=[CH:7][C:8]1=[N:9][CH2:10][CH2:11][N:12]([CH3:20])[C:13]2[CH:18]=[CH:17][C:16](N)=[CH:15][C:14]1=2.[N:25]1C=CC=[CH:27][CH:26]=1.CS(Cl)(=O)=[O:33]>ClCCl>[ClH:2].[Cl:2][C:3]1[CH:4]=[C:5]([CH:21]=[CH:22][C:23]=1[Cl:24])[CH:6]=[CH:7][C:8]1=[N:9][CH2:10][CH2:11][N:12]([CH3:20])[C:13]2[CH:18]=[CH:17][C:16]([CH2:27][C:26]([NH2:25])=[O:33])=[CH:15][C:14]1=2 |f:0.1,5.6|. Procedure details: To a solution of 100 mg, 0.219 mmol) of (E)-5-(3,4-dichlorostyryl)-2,3-dihydro-1-methyl-1H-1,4-benzodiazepin-7-amine hydrochloride in 3 ml of dichloromethane was added 0.073 ml, 0.9 mmol) of pyridine, and 0.018 ml, (0.231 mmol) of methanesulphonyl chloride. The solution was stirred for 1 hour, concentrated under reduced pressure and the residue partitioned between brine and dichloromethane. The organic phase was dried over magnesium sulphate, filtered and evaporated, The residue was chromatograp...